From a dataset of the Open Reaction Database (ORD), a public repository of structured organic reaction records. describe an organic reaction: reactants, conditions, products, and yield Starting materials: C(C1=CC=CC=C1)N1CC2=C(N=C(N=C2OC)C2=C3C=NN(C3=CC=C2C)S(=O)(=O)C2=CC=C(C)C=C2)CC1 (6-benzyl-4-methoxy-2-(5-methyl-1-tosyl-1H-indazol-4-yl)-5,6,7,8-tetrahydropyrido[4,3-d]pyrimidine), [H][H] (hydrogen). Reagents/catalysts: [OH-].[OH-].[Pd+2] (Pd(OH)2 on carbon). The solvent is O (water), C(C)(=O)O (acetic acid). The product is COC=1C2=C(N=C(N1)C1=C3C=NN(C3=CC=C1C)S(=O)(=O)C1=CC=C(C)C=C1)CCNC2 (4-methoxy-2-(5-methyl-1-tosyl-1H-indazol-4-yl)-5,6,7,8-tetrahydropyrido[4,3-d]pyrimidine). RXN SMILES: C([N:8]1[CH2:39][CH2:38][C:11]2[N:12]=[C:13]([C:18]3[C:26]([CH3:27])=[CH:25][CH:24]=[C:23]4[C:19]=3[CH:20]=[N:21][N:22]4[S:28]([C:31]3[CH:37]=[CH:36][C:34]([CH3:35])=[CH:33][CH:32]=3)(=[O:30])=[O:29])[N:14]=[C:15]([O:16][CH3:17])[C:10]=2[CH2:9]1)C1C=CC=CC=1.[H][H]>O.C(O)(=O)C.[OH-].[OH-].[Pd+2]>[CH3:17][O:16][C:15]1[C:10]2[CH2:9][NH:8][CH2:39][CH2:38][C:11]=2[N:12]=[C:13]([C:18]2[C:26]([CH3:27])=[CH:25][CH:24]=[C:23]3[C:19]=2[CH:20]=[N:21][N:22]3[S:28]([C:31]2[CH:37]=[CH:36][C:34]([CH3:35])=[CH:33][CH:32]=2)(=[O:30])=[O:29])[N:14]=1 |f:4.5.6|. Procedure details: A mixture of 6-benzyl-4-methoxy-2-(5-methyl-1-tosyl-1H-indazol-4-yl)-5,6,7,8-tetrahydropyrido[4,3-d]pyrimidine (1.85 g, 3.43 mmol) and Pd(OH)2 on carbon (wet) (10%, 0.722 g, 1.03 mmol) in water (7.5 mL) and acetic acid (0.59 mL) was stirred under 1 atm of hydrogen at room temperature for 2.5 h. The reaction mixture was filtered through Celite® and the solids were washed with EtOAc. The combined filtrates were washed with saturated NaHCO3 solution. The layers were separated and the aqueous layer ... Reactants: CC(=O)[O-], CC(=O)[O-], O=C([O-])[O-], N=C(c1ccccc1)c1ccccc1, CC(C)c1oc2cc(OS(=O)(=O)C(F)(F)F)ccc2c(=O)c1-c1ccc(Cl)cc1, [Cs+], [Cs+], C1CCOC1, O, [Pd+2], c1ccc(P(c2ccccc2)c2ccc3ccccc3c2-c2c(P(c3ccccc3)c3ccccc3)ccc3ccccc23)cc1. Yields the product CC(C)c1oc2cc(N=C(c3ccccc3)c3ccccc3)ccc2c(=O)c1-c1ccc(Cl)cc1. Reaction SMILES: [C:102]([O-:103])(=[O:104])[CH3:105].[C:107]([O-:108])(=[O:109])[CH3:110].[C:30](=[O:31])([O-:32])[O-:33].[C:82]([c:83]1[cH:84][cH:85][cH:86][cH:87][cH:88]1)([c:89]1[cH:90][cH:91][cH:92][cH:93][cH:94]1)=[NH:95].[Cl:1][c:2]1[cH:3][cH:4][c:5](-[c:8]2[c:9]([CH:27]([CH3:28])[CH3:29])[o:10][c:11]3[cH:12][c:13]([O:19][S:20]([C:21]([F:22])([F:23])[F:24])(=[O:25])=[O:26])[cH:14][cH:15][c:16]3[c:17]2=[O:18])[cH:6][cH:7]1.[Cs+:34].[Cs+:35].[O:96]1[CH2:97][CH2:98][CH2:99][CH2:100]1.[OH2:101].[Pd+2:106].[c:36]1([P:37]([c:38]2[cH:39][cH:40][cH:41][cH:42][cH:43]2)[c:44]2[cH:45][cH:46][c:47]3[c:48]([cH:49][cH:50][cH:51][cH:52]3)[c:53]2-[c:54]2[c:55]3[c:56]([cH:57][cH:58][cH:59][cH:60]3)[cH:61][cH:62][c:63]2[P:64]([c:65]2[cH:66][cH:67][cH:68][cH:69][cH:70]2)[c:71]2[cH:72][cH:73][cH:74][cH:75][cH:76]2)[cH:77][cH:78][cH:79][cH:80][cH:81]1>>[Cl:1][c:2]1[cH:3][cH:4][c:5](-[c:8]2[c:9]([CH:27]([CH3:28])[CH3:29])[o:10][c:11]3[cH:12][c:13]([N:95]=[C:82]([c:83]4[cH:84][cH:85][cH:86][cH:87][cH:88]4)[c:89]4[cH:90][cH:91][cH:92][cH:93][cH:94]4)[cH:14][cH:15][c:16]3[c:17]2=[O:18])[cH:6][cH:7]1. Starting materials: CCOC(=O)c1c(-c2ccco2)nc(-c2ccc(OC(F)(F)F)cc2)n1C1CC1, C1CCOC1, CO, CCOC(C)=O, [Li+], [OH-], O. The product is O=C(O)c1c(-c2ccco2)nc(-c2ccc(OC(F)(F)F)cc2)n1C1CC1. RXN SMILES: [CH2:1]([CH3:2])[O:3][C:4](=[O:5])[c:6]1[n:7]([CH:27]2[CH2:28][CH2:29]2)[c:8](-[c:16]2[cH:17][cH:18][c:19]([O:22][C:23]([F:24])([F:25])[F:26])[cH:20][cH:21]2)[n:9][c:10]1-[c:11]1[o:12][cH:13][cH:14][cH:15]1.[CH2:32]1[O:33][CH2:34][CH2:35][CH2:36]1.[CH3:37][OH:38].[CH3:40][CH2:41][O:42][C:43]([CH3:44])=[O:45].[Li+:31].[OH-:30].[OH2:39]>>[O:3]=[C:4]([OH:5])[c:6]1[n:7]([CH:27]2[CH2:28][CH2:29]2)[c:8](-[c:16]2[cH:17][cH:18][c:19]([O:22][C:23]([F:24])([F:25])[F:26])[cH:20][cH:21]2)[n:9][c:10]1-[c:11]1[o:12][cH:13][cH:14][cH:15]1. Reactants: OCC1CN(CCC1)C(=O)OCC1=CC=CC=C1 (benzyl 3-(hydroxymethyl)piperidine-1-carboxylate), C(=O)(O)[O-].[Na+] (NaHCO3), CC1(CCCC(N1[O])(C)C)C (TEMPO), II (I2). Run in CO (MeOH), C(Cl)Cl (DCM), O (H2O), C(Cl)Cl (DCM). Reaction conditions: time 18 hour. Yields the product C(=O)C1CN(CCC1)C(=O)OCC1=CC=CC=C1 (benzyl 3-formylpiperidine-1-carboxylate). RXN SMILES: [OH:1][CH2:2][CH:3]1[CH2:8][CH2:7][CH2:6][N:5]([C:9]([O:11][CH2:12][C:13]2[CH:18]=[CH:17][CH:16]=[CH:15][CH:14]=2)=[O:10])[CH2:4]1.C([O-])(O)=O.[Na+].II.CC1(C)N([O])C(C)(C)CCC1>C(Cl)Cl.O.CO>[CH:2]([CH:3]1[CH2:8][CH2:7][CH2:6][N:5]([C:9]([O:11][CH2:12][C:13]2[CH:14]=[CH:15][CH:16]=[CH:17][CH:18]=2)=[O:10])[CH2:4]1)=[O:1] |f:1.2,^1:29|. Reported procedure: A 500-mL round-bottomed flask was charged a solution of benzyl 3-(hydroxymethyl)piperidine-1-carboxylate (8.94 g, 35.90 mmol, 1.00 equiv) in DCM (200 mL), NaHCO3 (9.05 g, 107.74 mmol, 3.00 equiv) in H2O (80 mL), I2 (18.24 g, 71.81 mmol, 2.00 equiv) and TEMPO (570 mg, 3.65 mmol, 0.10 equiv). The resulting mixture was stirred for 18 hours at room temperature. The reaction progress was monitored by TLC (DCM:MeOH=20:1). Upon completion, the reaction was then quenched by the addition of 10 mL of NaHS... Starting materials: O (water), FC1=NC(=CC=C1N)F (2,6-difluoro-pyridin-3-ylamine), CN1C=CC=2C1=NC=C(C2)C(=O)O (1-methyl-1H-pyrrolo[2,3-b]pyridine-5-carboxylic acid), 1-chloro-N,N-2-trimethylpropenylamine, acid chloride. The solvent is N1=CC=CC=C1 (pyridine), C(Cl)Cl (CH2Cl2). Yields the product FC1=NC(=CC=C1NC(=O)C=1C=C2C(=NC1)N(C=C2)C)F (1-methyl-1H-pyrrolo[2,3-b]pyridine-5-carboxylic acid (2,6-difluoro-pyridin-3-yl)-amide). The yield is 72.5%. RXN SMILES: [CH3:1][N:2]1[C:6]2=[N:7][CH:8]=[C:9]([C:11]([OH:13])=O)[CH:10]=[C:5]2[CH:4]=[CH:3]1.[F:14][C:15]1[C:20]([NH2:21])=[CH:19][CH:18]=[C:17]([F:22])[N:16]=1.O>C(Cl)Cl.N1C=CC=CC=1>[F:14][C:15]1[C:20]([NH:21][C:11]([C:9]2[CH:10]=[C:5]3[CH:4]=[CH:3][N:2]([CH3:1])[C:6]3=[N:7][CH:8]=2)=[O:13])=[CH:19][CH:18]=[C:17]([F:22])[N:16]=1. Procedure details: To a suspension of 1-methyl-1H-pyrrolo[2,3-b]pyridine-5-carboxylic acid (3.54 g, 20.1 mmol) in CH2Cl2 (400 mL) was added 1-chloro-N,N-2-trimethylpropenylamine (5.26 mL, 40.2 mmol). Following formation of the resulting acid chloride, the reaction mixture was concentrated affording a residue that was dissolved in pyridine (100 mL) before 2,6-difluoro-pyridin-3-ylamine (2.61 mg, 20.1 mmol) was added in one portion. After an additional 30 minutes the reaction mixture was concentrated to dryness affo... Reactants: C([O-])([O-])=O.[K+].[K+] (potassium carbonate), CI (methyl iodide), [N+](=O)([O-])C1=C(C=CC=C1)S(=O)(=O)Cl (2-nitrobenzenesulfonyl chloride), FC(C(=O)O)(F)F (trifluoroacetic acid), NC=1C=C(C(=C(C1)S(=O)(=O)O)C)Cl (5-amino-3-chloro-2-methylbenzenesulfonic acid), Cl (hydrochloric acid), C1=CN(C=N1)C(=O)N2C=CN=C2 (CDI). Solvent: O1CCOCC1 (dioxane), O1CCOCC1 (dioxane), CN(C)C=O (DMF), C(C)N(CC)CC (triethylamine), C(Cl)Cl (methylene chloride), C(C)#N (acetonitrile). Run at time 5 minute. The product is ClC=1C=C(C=C(C1C)S(=O)(=O)O)NC(=O)NC[C@@H](C(=O)O)NC ((2S)-3-{[(3-chloro-4-methyl-5-sulfophenyl)carbamoyl]amino}-2-(methylamino)propanoic acid). Reaction SMILES: [CH:1]1[N:5]=[CH:4][N:3]([C:6]([N:8]2C=N[CH:10]=[CH:9]2)=[O:7])[CH:2]=1.NC1[CH:15]=[C:16]([Cl:25])[C:17]([CH3:24])=[C:18]([S:20]([OH:23])(=[O:22])=[O:21])C=1.Cl.[N+](C1C=CC=CC=1S(Cl)(=O)=O)([O-])=O.[C:40](=O)([O-:42])[O-:41].[K+].[K+].CI.FC(F)(F)C(O)=O>C(#N)C.CN(C=O)C.C(N(CC)CC)C.C(Cl)Cl.O1CCOCC1>[Cl:25][C:16]1[CH:15]=[C:9]([NH:8][C:6]([NH:3][CH2:2][C@H:1]([NH:5][CH3:4])[C:40]([OH:42])=[O:41])=[O:7])[CH:10]=[C:18]([S:20]([OH:23])(=[O:22])=[O:21])[C:17]=1[CH3:24] |f:4.5.6|. Reported procedure: 100 mg of Boc-DAP-OtBu hydrochloride and 60 mg of CDI were dissolved in 1 ml of acetonitrile and stirred for 5 minutes. 75 mg of 5-amino-3-chloro-2-methylbenzenesulfonic acid was added and stirred overnight. Extraction was performed with ethyl acetate to obtain a crude product. The obtained crude product was added with 1.5 ml of dioxane and 0.5 ml of dioxane solution containing 4N hydrochloric acid and stirred for 2 hours. The solvent was distilled away to obtain a crude product. To the obtained... Reactants: O=C([O-])[O-], CCOC(=O)COc1ccc(Br)cc1C, Cc1cc(O)cc(Oc2ccc(C(F)(F)F)cc2Oc2ccccc2)c1, CC(C)(C)C(=O)CC(=O)C(C)(C)C, CN1CCCC1=O, Cl[Cu], [Cs+], [Cs+], O. Yields the product CCOC(=O)COc1ccc(Oc2cc(C)cc(Oc3ccc(C(F)(F)F)cc3Oc3ccccc3)c2)cc1C. As a reaction SMILES: [C:42](=[O:43])([O-:44])[O-:45].[CH2:27]([CH3:28])[O:29][C:30]([CH2:31][O:32][c:33]1[c:34]([CH3:40])[cH:35][c:36]([Br:39])[cH:37][cH:38]1)=[O:41].[CH3:1][c:2]1[cH:3][c:4]([OH:26])[cH:5][c:6]([O:8][c:9]2[c:10]([O:19][c:20]3[cH:21][cH:22][cH:23][cH:24][cH:25]3)[cH:11][c:12]([C:15]([F:16])([F:17])[F:18])[cH:13][cH:14]2)[cH:7]1.[CH3:48][C:49]([CH3:50])([C:51](=[O:52])[CH2:53][C:54](=[O:55])[C:56]([CH3:57])([CH3:58])[CH3:59])[CH3:60].[CH3:61][N:62]1[CH2:63][CH2:64][CH2:65][C:66]1=[O:67].[Cl:69][Cu:70].[Cs+:46].[Cs+:47].[OH2:68]>>[CH3:1][c:2]1[cH:3][c:4]([O:26][c:36]2[cH:35][c:34]([CH3:40])[c:33]([O:32][CH2:31][C:30]([O:29][CH2:27][CH3:28])=[O:41])[cH:38][cH:37]2)[cH:5][c:6]([O:8][c:9]2[c:10]([O:19][c:20]3[cH:21][cH:22][cH:23][cH:24][cH:25]3)[cH:11][c:12]([C:15]([F:16])([F:17])[F:18])[cH:13][cH:14]2)[cH:7]1.